Dataset: the Open Reaction Database (ORD), a public repository of structured organic reaction records. Task: describe an organic reaction: reactants, conditions, products, and yield The product is CCOc1cc(C(CCN(O)C=O)N2Cc3cccc(NC(C)=O)c3C2=O)ccc1OC. Reactants: CCOc1cc(C(CCNO)N2Cc3cccc(NC(C)=O)c3C2=O)ccc1OC, C1CCOC1, O=COCC(F)(F)F. Reaction SMILES: [CH2:1]([CH3:2])[O:3][c:4]1[cH:5][c:6]([CH:12]([CH2:13][CH2:14][NH:15][OH:16])[N:17]2[CH2:18][c:19]3[cH:20][cH:21][cH:22][c:23]([NH:27][C:28]([CH3:29])=[O:30])[c:24]3[C:25]2=[O:26])[cH:7][cH:8][c:9]1[O:10][CH3:11].[CH2:39]1[O:40][CH2:41][CH2:42][CH2:43]1.[CH:31](=[O:32])[O:33][CH2:34][C:35]([F:36])([F:37])[F:38]>>[CH2:1]([CH3:2])[O:3][c:4]1[cH:5][c:6]([CH:12]([CH2:13][CH2:14][N:15]([OH:16])[CH:31]=[O:32])[N:17]2[CH2:18][c:19]3[cH:20][cH:21][cH:22][c:23]([NH:27][C:28]([CH3:29])=[O:30])[c:24]3[C:25]2=[O:26])[cH:7][cH:8][c:9]1[O:10][CH3:11]. Starting materials: O1C=C(C=C1)C1=CC=CC=2N1N=C(N2)N (5-(3-furyl)[1,2,4]triazolo[1,5-a]pyridin-2-amine), C(C(C)C)C1=CC=C(C(=O)O)C=C1 (4-isobutylbenzoic acid). Product: O1C=C(C=C1)C1=CC=CC=2N1N=C(N2)NC(C2=CC=C(C=C2)CC(C)C)=O (N-[5-(3-furyl)[1,2,4]triazolo[1,5-a]pyridin-2-yl]-4-isobutylbenzamide). Reaction SMILES: [O:1]1[CH:5]=[CH:4][C:3]([C:6]2[N:11]3[N:12]=[C:13]([NH2:15])[N:14]=[C:10]3[CH:9]=[CH:8][CH:7]=2)=[CH:2]1.[CH2:16]([C:20]1[CH:28]=[CH:27][C:23]([C:24](O)=[O:25])=[CH:22][CH:21]=1)[CH:17]([CH3:19])[CH3:18]>>[O:1]1[CH:5]=[CH:4][C:3]([C:6]2[N:11]3[N:12]=[C:13]([NH:15][C:24](=[O:25])[C:23]4[CH:27]=[CH:28][C:20]([CH2:16][CH:17]([CH3:18])[CH3:19])=[CH:21][CH:22]=4)[N:14]=[C:10]3[CH:9]=[CH:8][CH:7]=2)=[CH:2]1. Procedure details: The title compound was prepared following procedure and work up described for example 2, but starting from 5-(3-furyl)[1,2,4]triazolo[1,5-a]pyridin-2-amine ((A2), 75 mg; 0.37 mmol; 1.0 eq.) and 4-isobutylbenzoic acid (80 mg; 0.45 mmol; 1.2 eq.) as a yellow foam (25.5 mg, 19%). HPLC, Rt: 4.39 min. (purity 93.6%). LC/MS, M+(ESI): 361.1, M−(ESI): 359.1.